Dataset: the Open Reaction Database (ORD), a public repository of structured organic reaction records. Task: describe an organic reaction: reactants, conditions, products, and yield The reactants are O.Cl (mono-hydrochloride, hydrate), C1(=C(C=CC=C1)N)N (1,2-phenylenediamine), Cl.COC(C=CC1=CC(=C(C=C1)OC)OC)=N (methyl-(3,4-dimethoxy)-cinnamoimidate hydrochloride). Run in CO (methanol). Run at time 18 hour. Product: COC=1C=C(C=CC1OC)/C=C/C1=NC2=C(N1)C=CC=C2 ((E)-2-[2-(3,4-Dimethoxyphenyl)-vinyl]-1H-benzoimidazole). The yield is 80.0%. Reaction SMILES: [C:1]1([NH2:8])[CH:6]=[CH:5][CH:4]=[CH:3][C:2]=1[NH2:7].Cl.CO[C:12](=N)[CH:13]=[CH:14][C:15]1[CH:20]=[CH:19][C:18]([O:21][CH3:22])=[C:17]([O:23][CH3:24])[CH:16]=1.O.Cl>CO>[CH3:24][O:23][C:17]1[CH:16]=[C:15](/[CH:14]=[CH:13]/[C:12]2[NH:8][C:1]3[CH:6]=[CH:5][CH:4]=[CH:3][C:2]=3[N:7]=2)[CH:20]=[CH:19][C:18]=1[O:21][CH3:22] |f:1.2,3.4|. Procedure details: A mixture of 1,2-phenylenediamine (0.63 g; 5.8 mmol) and methyl-(3,4-dimethoxy)-cinnamoimidate hydrochloride (1.5 g; 5.8 mmol) in methanol (35 mL) was stirred at ambient temperature for 18 hours. The methanol solution was concentrated to dryness. The residue was recrystallized from MeOH-Diethyl Ether to obtain 1.3 g (67% yield) of the title compound as a mono-hydrochloride, hydrate, yellow solid, m.p. 248° C. dec. Anal. Calcd. for C17H16N2O2 HCl H2O: C, 60.98, H, 5.12; N, 8.37. Found: C, 60.78; ...